describe an organic reaction: reactants, conditions, products, and yield From a dataset of the Open Reaction Database (ORD), a public repository of structured organic reaction records. The reactants are Cl.C(#N)C1(CC1)NC(=O)[C@H]1NC[C@@H](C1)S(=O)(=O)C1=C(C=CC=C1)C(F)(F)F ((2S,4R)-4-(2-trifluoromethyl-benzenesulfonyl)-pyrrolidine-2-carboxylic acid (1-cyano-cyclopropyl)-amide hydrochloride), C(C1=CC=CC=C1)=O (benzaldehyde). Product: C(#N)C1(CC1)NC(=O)[C@H]1N(C[C@@H](C1)S(=O)(=O)C1=C(C=CC=C1)C(F)(F)F)CC1=CC=CC=C1 ((2S,4R)-1-benzyl-4-(2-trifluoromethyl-benzenesulfonyl)-pyrrolidine-2-carboxylic acid (1-cyano-cyclopropyl)-amide). RXN SMILES: Cl.[C:2]([C:4]1([NH:7][C:8]([C@@H:10]2[CH2:14][C@@H:13]([S:15]([C:18]3[CH:23]=[CH:22][CH:21]=[CH:20][C:19]=3[C:24]([F:27])([F:26])[F:25])(=[O:17])=[O:16])[CH2:12][NH:11]2)=[O:9])[CH2:6][CH2:5]1)#[N:3].[CH:28](=O)[C:29]1[CH:34]=[CH:33][CH:32]=[CH:31][CH:30]=1>>[C:2]([C:4]1([NH:7][C:8]([C@@H:10]2[CH2:14][C@@H:13]([S:15]([C:18]3[CH:23]=[CH:22][CH:21]=[CH:20][C:19]=3[C:24]([F:27])([F:25])[F:26])(=[O:17])=[O:16])[CH2:12][N:11]2[CH2:28][C:29]2[CH:34]=[CH:33][CH:32]=[CH:31][CH:30]=2)=[O:9])[CH2:5][CH2:6]1)#[N:3] |f:0.1|. Reported procedure: (2S,4R)-4-(2-trifluoromethyl-benzenesulfonyl)-pyrrolidine-2-carboxylic acid (1-cyano-cyclopropyl)-amide hydrochloride from experiment K5 was reductively aminated with benzaldehyde in analogy to experiment L3 to give (2S,4R)-1-benzyl-4-(2-trifluoromethyl-benzenesulfonyl)-pyrrolidine-2-carboxylic acid (1-cyano-cyclopropyl)-amide as a colorless oil. MS: 478.1 [M+H]+. Reactants: [C-]#N.[Na+] (Sodium cyanide), Heterocycles, N1=C(C=CC=C1)C=O (2-picolinealdehyde), ( 1 ), S(=O)(=O)(C1=CC=C(C)C=C1)C[N+]#[C-] (Tosylmethylisocyanide), O1C=NCC1 (oxazoline). The solvent is C(C)O (ethanol). Conditions: temperature 15 celsius. Yields the product N1C=NC(=C1)C1=NC=CC=C1 (2-(1H-Imidazol-4-yl)-pyridine). RXN SMILES: S([CH2:11][N+:12]#[C-:13])(C1C=CC(C)=CC=1)(=O)=O.[N:14]1[CH:19]=[CH:18][CH:17]=[CH:16][C:15]=1[CH:20]=O.[C-]#N.[Na+].O1CC[N:27]=C1>C(O)C>[NH:12]1[CH:13]=[C:20]([C:15]2[CH:16]=[CH:17][CH:18]=[CH:19][N:14]=2)[N:27]=[CH:11]1 |f:2.3|. Reported procedure: This compound known in the literature was made by an alternative route in analogy to Heterocycles 1994, 39 (1), 139: Tosylmethylisocyanide (TOSMIC) (3.57 g) was suspended in ethanol (50 ml) and 2-picolinealdehyde (2.0 g) was added. Sodium cyanide (92 mg) was added in one portion at 15° C. and the mixture was allowed to stir—the internal temperature rose to 26° C. and a clear solution was obtained. The mixture was cooled again to 15° C. and the intermediate oxazoline derivative precipitated. The ... Reactants: C=C[Sn](CCCC)(CCCC)CCCC, Brc1cccc2c1CN(Cc1ccccc1)C2, Cc1ccccc1, c1ccc(P(c2ccccc2)(c2ccccc2)[Pd](P(c2ccccc2)(c2ccccc2)c2ccccc2)(P(c2ccccc2)(c2ccccc2)c2ccccc2)P(c2ccccc2)(c2ccccc2)c2ccccc2)cc1. Yields the product C=Cc1cccc2c1CN(Cc1ccccc1)C2. RXN SMILES: [CH2:18]([CH2:19][CH2:31][CH3:32])[Sn:20]([CH2:21][CH2:22][CH2:23][CH3:24])([CH2:25][CH2:26][CH2:27][CH3:28])[CH:29]=[CH2:30].[CH2:1]([c:2]1[cH:3][cH:4][cH:5][cH:6][cH:7]1)[N:8]1[CH2:9][c:10]2[cH:11][cH:12][cH:13][c:14]([Br:17])[c:15]2[CH2:16]1.[CH3:33][c:34]1[cH:35][cH:36][cH:37][cH:38][cH:39]1.[cH:40]1[cH:41][cH:42][c:43]([P:44]([Pd:45]([P:46]([c:47]2[cH:48][cH:49][cH:50][cH:51][cH:52]2)([c:53]2[cH:54][cH:55][cH:56][cH:57][cH:58]2)[c:59]2[cH:60][cH:61][cH:62][cH:63][cH:64]2)([P:65]([c:66]2[cH:67][cH:68][cH:69][cH:70][cH:71]2)([c:72]2[cH:73][cH:74][cH:75][cH:76][cH:77]2)[c:78]2[cH:79][cH:80][cH:81][cH:82][cH:83]2)[P:84]([c:85]2[cH:86][cH:87][cH:88][cH:89][cH:90]2)([c:91]2[cH:92][cH:93][cH:94][cH:95][cH:96]2)[c:97]2[cH:98][cH:99][cH:100][cH:101][cH:102]2)([c:103]2[cH:104][cH:105][cH:106][cH:107][cH:108]2)[c:109]2[cH:110][cH:111][cH:112][cH:113][cH:114]2)[cH:115][cH:116]1>>[CH2:1]([c:2]1[cH:3][cH:4][cH:5][cH:6][cH:7]1)[N:8]1[CH2:9][c:10]2[cH:11][cH:12][cH:13][c:14]([CH:18]=[CH2:19])[c:15]2[CH2:16]1.